Task: describe an organic reaction: reactants, conditions, products, and yield. Dataset: the Open Reaction Database (ORD), a public repository of structured organic reaction records Starting materials: N (ammonia), [OH-].[K+] (potassium hydroxide), NC1=NC=2C=CC=CC2C2=C1N=C(N2CC(C(=O)OC)(C)C)CCCC (methyl 3-(4-amino-2-butyl-1H-imidazo[4,5-c]quinolin-1-yl)-2,2-dimethylpropanoate), [OH-].[K+] (potassium hydroxide), C(C(=O)Cl)(=O)Cl (oxalyl chloride), [OH-].[K+] (potassium hydroxide), C(C(=O)Cl)(=O)Cl (oxalyl chloride). Solvent: CO (methanol). Conditions: time 8 hour. The product is NC1=NC=2C=CC=CC2C2=C1N=C(N2CC(C(=O)N)(C)C)CCCC (3-(4-amino-2-butyl-1H-imidazo[4,5-c]quinolin-1-yl)-2,2-dimethylpropanamide). Reaction SMILES: [NH2:1][C:2]1[C:11]2[N:12]=[C:13]([CH2:23][CH2:24][CH2:25][CH3:26])[N:14]([CH2:15][C:16]([CH3:22])([CH3:21])[C:17]([O:19]C)=O)[C:10]=2[C:9]2[CH:8]=[CH:7][CH:6]=[CH:5][C:4]=2[N:3]=1.[OH-].[K+].C(Cl)(=O)C(Cl)=O.[NH3:35]>CO>[NH2:1][C:2]1[C:11]2[N:12]=[C:13]([CH2:23][CH2:24][CH2:25][CH3:26])[N:14]([CH2:15][C:16]([CH3:21])([CH3:22])[C:17]([NH2:35])=[O:19])[C:10]=2[C:9]2[CH:8]=[CH:7][CH:6]=[CH:5][C:4]=2[N:3]=1 |f:1.2|. Procedure details: A modification of the methods described in Part C of Example 60 was used to treat methyl 3-(4-amino-2-butyl-1H-imidazo[4,5-c]quinolin-1-yl)-2,2-dimethylpropanoate (7.6 g, 21 mmol) with potassium hydroxide (44 mL of 0.5 M); additional potassium hydroxide (22 mL) was added after refluxing for four hours. After the reaction was heated at reflux for five days, additional potassium hydroxide (11 mL) was added, and the reaction was heated for four more hours. After the reaction with oxalyl chloride (3... Product: CC(=O)Nc1nc(COc2cnc(C)cc2Br)cs1. Reactants: Cc1cc(Br)c(O)cn1, CC(=O)Nc1nc(CCl)cs1, [H-], [Na+], CN(C)C=O. As a reaction SMILES: [Br:1][c:2]1[c:3]([OH:9])[cH:4][n:5][c:6]([CH3:8])[cH:7]1.[C:12]([CH3:13])(=[O:14])[NH:15][c:16]1[s:17][cH:18][c:19]([CH2:21][Cl:22])[n:20]1.[H-:11].[Na+:10].[O:23]=[CH:24][N:25]([CH3:26])[CH3:27]>>[Br:1][c:2]1[c:3]([O:9][CH2:21][c:19]2[cH:18][s:17][c:16]([NH:15][C:12]([CH3:13])=[O:14])[n:20]2)[cH:4][n:5][c:6]([CH3:8])[cH:7]1.